This data is from the Open Reaction Database (ORD), a public repository of structured organic reaction records. The task is: describe an organic reaction: reactants, conditions, products, and yield The product is COc1cc(C2=CCC(N3CCN(CCS(C)(=O)=O)CC3)CC2)ccc1[N+](=O)[O-]. Reactants: COc1cc(C2=CCC(N3CCNCC3)CC2)ccc1[N+](=O)[O-], C=CS(C)(=O)=O, C1COCCO1. As a reaction SMILES: [CH3:7][O:8][c:9]1[cH:10][c:11]([C:18]2=[CH:19][CH2:20][CH:21]([N:24]3[CH2:25][CH2:26][NH:27][CH2:28][CH2:29]3)[CH2:22][CH2:23]2)[cH:12][cH:13][c:14]1[N+:15](=[O:16])[O-:17].[CH:1](=[CH2:2])[S:3](=[O:4])(=[O:5])[CH3:6].[O:30]1[CH2:31][CH2:32][O:33][CH2:34][CH2:35]1>>[CH2:1]([CH2:2][N:27]1[CH2:26][CH2:25][N:24]([CH:21]2[CH2:20][CH:19]=[C:18]([c:11]3[cH:10][c:9]([O:8][CH3:7])[c:14]([N+:15](=[O:16])[O-:17])[cH:13][cH:12]3)[CH2:23][CH2:22]2)[CH2:29][CH2:28]1)[S:3](=[O:4])(=[O:5])[CH3:6]. The reactants are Cl (hydrochloric acid), C(C)(C)(C)OC(=O)NCC=1C(N(C(=CC1)CCCC)CC1=CC=C(C=C1)C1=C(C=CC=C1)C#N)=O (3-tert.-butoxycarbonylaminomethyl-6-butyl-1-(2'-cyanobiphenyl-4-ylmethyl)-1,2-dihydro-2-oxopyridine), C[Sn](C)(C)N=[N+]=[N-] (trimethyltin azide), [N-]=[N+]=[N-] (azide). Solvent: C=1(C(=CC=CC1)C)C (xylene). Conditions: time 96 hour. Product: C(C)(C)(C)OC(=O)NCC=1C(N(C(=CC1)CCCC)CC1=CC=C(C=C1)C1=C(C=CC=C1)C1=NN=NN1)=O (3-tert.-butoxycarbonylaminomethyl-6-butyl-1,2-dihydro-2-oxo-1-[2'-(tetrazol-5-yl)-biphenyl-4-ylmethyl]pyridine). Reaction SMILES: [C:1]([O:5][C:6]([NH:8][CH2:9][C:10]1[C:11](=[O:35])[N:12]([CH2:20][C:21]2[CH:26]=[CH:25][C:24]([C:27]3[CH:32]=[CH:31][CH:30]=[CH:29][C:28]=3[C:33]#[N:34])=[CH:23][CH:22]=2)[C:13]([CH2:16][CH2:17][CH2:18][CH3:19])=[CH:14][CH:15]=1)=[O:7])([CH3:4])([CH3:3])[CH3:2].C[Sn]([N:40]=[N+:41]=[N-:42])(C)C.[N-]=[N+]=[N-].Cl>C1(C)C(C)=CC=CC=1>[C:1]([O:5][C:6]([NH:8][CH2:9][C:10]1[C:11](=[O:35])[N:12]([CH2:20][C:21]2[CH:22]=[CH:23][C:24]([C:27]3[CH:32]=[CH:31][CH:30]=[CH:29][C:28]=3[C:33]3[NH:42][N:41]=[N:40][N:34]=3)=[CH:25][CH:26]=2)[C:13]([CH2:16][CH2:17][CH2:18][CH3:19])=[CH:14][CH:15]=1)=[O:7])([CH3:2])([CH3:3])[CH3:4]. Procedure details: A mixture of 472 mg of 3-tert.-butoxycarbonylaminomethyl-6-butyl-1-(2'-cyanobiphenyl-4-ylmethyl)-1,2-dihydro-2-oxopyridine, 206 mg of trimethyltin azide and 12 ml of xylene is boiled for 96 hours; a further 0.2 g of azide is added after 48 hours. The mixture is cooled, treated with ethereal hydrochloric acid and evaporated. Chromatography of the residue (silica gel; methylene chloride/methanol 95:5) yields 3-tert.-butoxycarbonylaminomethyl-6-butyl-1,2-dihydro-2-oxo-1-[2'-(tetrazol-5-yl)-biphenyl... Starting materials: ClC=1C(=CC(=NC1)CCC(=O)OC)C(C1=C(C=CC(=C1)F)F)S(=O)(=O)C1=CC=C(C=C1)Cl (methyl 3-[5-chloro-4-[(4-chlorophenylsulfonyl)(2,5-difluorophenyl)methyl]pyridin-2-yl]propionate), [OH-].[Na+] (sodium hydroxide), Cl (hydrochloric acid), C(C)(=O)OCC (ethyl acetate). Solvent: CO (methanol), O1CCCC1 (tetrahydrofuran). Conditions: time 1 hour. The product is ClC=1C(=CC(=NC1)CCC(=O)O)C(C1=C(C=CC(=C1)F)F)S(=O)(=O)C1=CC=C(C=C1)Cl (3-[5-Chloro-4-[(4-chlorophenylsulfonyl)(2,5-difluorophenyl)methyl]pyridin-2-yl]propionic acid). Yield: 82.8%. RXN SMILES: [Cl:1][C:2]1[C:3]([CH:14]([S:23]([C:26]2[CH:31]=[CH:30][C:29]([Cl:32])=[CH:28][CH:27]=2)(=[O:25])=[O:24])[C:15]2[CH:20]=[C:19]([F:21])[CH:18]=[CH:17][C:16]=2[F:22])=[CH:4][C:5]([CH2:8][CH2:9][C:10]([O:12]C)=[O:11])=[N:6][CH:7]=1.[OH-].[Na+].Cl.C(OCC)(=O)C>CO.O1CCCC1>[Cl:1][C:2]1[C:3]([CH:14]([S:23]([C:26]2[CH:27]=[CH:28][C:29]([Cl:32])=[CH:30][CH:31]=2)(=[O:24])=[O:25])[C:15]2[CH:20]=[C:19]([F:21])[CH:18]=[CH:17][C:16]=2[F:22])=[CH:4][C:5]([CH2:8][CH2:9][C:10]([OH:12])=[O:11])=[N:6][CH:7]=1 |f:1.2|. Procedure details: To a solution of methyl 3-[5-chloro-4-[(4-chlorophenylsulfonyl)(2,5-difluorophenyl)methyl]pyridin-2-yl]propionate (200 mg, 0.400 mmol) in a mixture of methanol (2 ml) and tetrahydrofuran (2 ml) was added a 1N aqueous sodium hydroxide solution (2 ml). The resulting mixture was stirred at room temperature for 1 hour. The reaction mixture was made weakly acidic by the addition of 1N hydrochloric acid, followed by extraction with dichloromethane. The organic layer was dried over magnesium sulfate, a... The reactants are CC(C)(C)OC(=O)COc1cccc(CNCc2ccc(-c3cncnc3)cc2)c1, Cl, O=S(=O)(Cl)c1cccnc1. The product is CC(C)(C)OC(=O)COc1cccc(CN(Cc2ccc(-c3cncnc3)cc2)S(=O)(=O)c2cccnc2)c1. Reaction SMILES: [C:1]([CH3:2])([CH3:3])([CH3:4])[O:5][C:6]([CH2:7][O:8][c:9]1[cH:10][c:11]([CH2:15][NH:16][CH2:17][c:18]2[cH:19][cH:20][c:21](-[c:24]3[cH:25][n:26][cH:27][n:28][cH:29]3)[cH:22][cH:23]2)[cH:12][cH:13][cH:14]1)=[O:30].[ClH:31].[n:32]1[cH:33][c:34]([S:38](=[O:39])(=[O:40])[Cl:41])[cH:35][cH:36][cH:37]1>>[C:1]([CH3:2])([CH3:3])([CH3:4])[O:5][C:6]([CH2:7][O:8][c:9]1[cH:10][c:11]([CH2:15][N:16]([CH2:17][c:18]2[cH:19][cH:20][c:21](-[c:24]3[cH:25][n:26][cH:27][n:28][cH:29]3)[cH:22][cH:23]2)[S:38]([c:34]2[cH:33][n:32][cH:37][cH:36][cH:35]2)(=[O:39])=[O:40])[cH:12][cH:13][cH:14]1)=[O:30]. Starting materials: C(C(=O)Cl)(=O)Cl (oxalyl chloride), C(C1=CC=CC=C1)OC=1C(=NN2C1C(N(CC2C(=O)O)C)=O)C(=O)OCC (3-benzyloxy-2-ethoxycarbonyl-5-methyl-4-oxo-4,5,6,7-tetrahydropyrazolo[1,5-a]pyrazine-7-carboxylic acid). The reagents and catalysts are CN(C)C=O (DMF). The solvent is C(Cl)Cl (CH2Cl2), C(Cl)Cl (CH2Cl2). Reaction conditions: temperature 0 celsius, time 30 minute. Yields the product C(C1=CC=CC=C1)OC=1C(=NN2C1C(N(CC2C(=O)Cl)C)=O)C(=O)OCC (Ethyl 3-benzyloxy-7-chlorocarbonyl-5-methyl-4-oxo-4,5,6,7-tetrahydropyrazolo[1,5-a]pyrazine-2-carboxylate). RXN SMILES: [CH2:1]([O:8][C:9]1[C:10]([C:23]([O:25][CH2:26][CH3:27])=[O:24])=[N:11][N:12]2[CH:17]([C:18](O)=[O:19])[CH2:16][N:15]([CH3:21])[C:14](=[O:22])[C:13]=12)[C:2]1[CH:7]=[CH:6][CH:5]=[CH:4][CH:3]=1.C(Cl)(=O)C([Cl:31])=O>C(Cl)Cl.CN(C=O)C>[CH2:1]([O:8][C:9]1[C:10]([C:23]([O:25][CH2:26][CH3:27])=[O:24])=[N:11][N:12]2[CH:17]([C:18]([Cl:31])=[O:19])[CH2:16][N:15]([CH3:21])[C:14](=[O:22])[C:13]=12)[C:2]1[CH:7]=[CH:6][CH:5]=[CH:4][CH:3]=1. Procedure: To a suspension of 3-benzyloxy-2-ethoxycarbonyl-5-methyl-4-oxo-4,5,6,7-tetrahydropyrazolo[1,5-a]pyrazine-7-carboxylic acid (250 mg, 0.670 mmol) in anhydrous CH2Cl2 at 0° C. were added 2M oxalyl chloride in CH2Cl2 (1.339 mL, 2.678 mmol) and DMF (1 drop). The reaction was stirred at 0° C. for 30 minutes and allowed to warm to room temperature for 1 hour. The mixture was concentrated in vacuo and azeotroped twice with anhydrous CH2Cl2 to afford the title product. ES MS (M+H)=392. Reactants: [Na+].[Cl-] (NaCl), B(F)(F)F.CCOCC (BF3.OEt2), [N+](=[N-])=CC(=O)OCC (ethyl diazoacetate), CC1(CCOCC1)C=O (4-methyl-tetrahydro-pyran-4-carboxaldehyde). Solvent: C(Cl)Cl (CH2Cl2). Run at time 20 minute. The product is EtOAc hexanes, C(C)OC(CC(=O)C1(CCOCC1)C)=O (3-(4-Methyl-tetrahydro-pyran-4-yl)-3-oxo-propionic acid ethyl ester). The yield is 78.8%. RXN SMILES: B(F)(F)F.CCOCC.[N+](=[CH:12][C:13]([O:15][CH2:16][CH3:17])=[O:14])=[N-].[CH3:18][C:19]1([CH:25]=[O:26])[CH2:24][CH2:23][O:22][CH2:21][CH2:20]1.[Na+].[Cl-]>C(Cl)Cl>[CH2:16]([O:15][C:13](=[O:14])[CH2:12][C:25]([C:19]1([CH3:18])[CH2:24][CH2:23][O:22][CH2:21][CH2:20]1)=[O:26])[CH3:17] |f:0.1,4.5|. Procedure: To a solution of BF3.OEt2 (0.350 mL, 2.50 mmol) and ethyl diazoacetate (0.390 mL, 3.42 mmol) was added a solution of 4-methyl-tetrahydro-pyran-4-carboxaldehyde (350 mg, 2.73 mmol) in CH2Cl2 (15 mL). After 20 min, the mixture was poured into half-saturated aq. NaCl and extracted with CH2Cl2. The combined organic layers were dried and concentrated. Chromatography (EtOAc/hexanes) afforded the title compound (461 mg, 79%) as a colorless oil. MS (ESI): mass calcd. for C11H18O4, 214.1; m/z found, 215....